From a dataset of the Open Reaction Database (ORD), a public repository of structured organic reaction records. describe an organic reaction: reactants, conditions, products, and yield The reactants are [NH4+].[Cl-] (NH4Cl), COC=1C=C(CN)C=CC1 (3-methoxybenzylamine), N1=CC=CC=C1 (pyridine), C1(=CC=C(C=C1)S(=O)(=O)Cl)C (p-toluenesulfonyl chloride). Solvent: C(Cl)Cl (CH2Cl2). Conditions: time 2 hour. Product: COC1=CC=C2C(=CN=CC2=C1)C1=CC=CC=C1 (7-Methoxy-4-phenylisoquinoline). As a reaction SMILES: [CH3:1][O:2][C:3]1[CH:4]=[C:5]([CH:8]=[CH:9][CH:10]=1)[CH2:6][NH2:7].N1[CH:16]=[CH:15][CH:14]=[CH:13][CH:12]=1.[C:17]1(C)[CH:22]=CC(S(Cl)(=O)=O)=C[CH:18]=1.[NH4+].[Cl-]>C(Cl)Cl>[CH3:1][O:2][C:3]1[CH:4]=[C:5]2[C:8]([C:13]([C:14]3[CH:22]=[CH:17][CH:18]=[CH:16][CH:15]=3)=[CH:12][N:7]=[CH:6]2)=[CH:9][CH:10]=1 |f:3.4|. Procedure details: To a solution of 3-methoxybenzylamine (15 g) and pyridine (15 mL) in CH2Cl2 (100 mL) at 0° C. was added p-toluenesulfonyl chloride (21 g) portionwise. After addition was complete, the mixture was stirred at r.t. for 2 h and then saturated NH4Cl was added. The mixture was extracted with Et2O and the extracts were washed with H2O, brine, dried (MgSO4) and concentrated. The residue, 2-bromoacetophenone (23 g) and Cs2CO3 (45 g) in acetone (400 mL) were stirred at r.t. for 20 h. The acetone was evapo... Starting materials: 24, C1(=CC=CC=C1)CNC1=NC=NC=C1NC(=S)NC1CCN(CC1)C(=O)OCC (ethyl 4-[[[[4-[(phenylmethyl)amino]-5-pyrimidinyl]amino]thioxomethyl]amino]-1-piperidinecarboxylate), N (ammonia). The reagents and catalysts are [Hg]=O (mercury(II) oxide). The solvent is CO (methanol). Yields the product 20.3, C1(=CC=CC=C1)CN1C2=NC=NC=C2N=C1NC1CCN(CC1)C(=O)OCC (ethyl 4-[[9-(phenylmethyl)-9H-purin-8-yl]amino]-1-piperidinecarboxylate). Yield: 92.1%. As a reaction SMILES: [C:1]1([CH2:7][NH:8][C:9]2[C:14]([NH:15][C:16]([NH:18][CH:19]3[CH2:24][CH2:23][N:22]([C:25]([O:27][CH2:28][CH3:29])=[O:26])[CH2:21][CH2:20]3)=S)=[CH:13][N:12]=[CH:11][N:10]=2)[CH:6]=[CH:5][CH:4]=[CH:3][CH:2]=1.N>[Hg]=O.CO>[C:1]1([CH2:7][N:8]2[C:16]([NH:18][CH:19]3[CH2:24][CH2:23][N:22]([C:25]([O:27][CH2:28][CH3:29])=[O:26])[CH2:21][CH2:20]3)=[N:15][C:14]3[C:9]2=[N:10][CH:11]=[N:12][CH:13]=3)[CH:6]=[CH:5][CH:4]=[CH:3][CH:2]=1. Reported procedure: A mixture of 24 parts of ethyl 4-[[[[4-[(phenylmethyl)amino]-5-pyrimidinyl]amino]thioxomethyl]amino]-1-piperidinecarboxylate, 24 parts of mercury(II) oxide and 240 parts of methanol, saturated with ammonia was stirred overnight at reflux temperature. The reaction mixture was filtered while hot and the filtrate was evaporated. The residue was taken up in a mixture of trichloromethane and ethanol. After washing with water, the organic layer was evaporated and the residue was crystallized from acet... Reactants: [Na] (sodium), FC(C1=CC(=CC=C1)C1=CC=NC=2N1N=CC2C(=O)OCC)(F)F (ethyl 7-(α,α,α-trifluoro-m-tolyl)pyrazolo[1,5-a]pyrimidine-3-carboxylate), COCCO (2-methoxyethanol). Product: COCCOC(=O)C=1C=NN2C1N=CC=C2C=2C=C(C=CC2)C(F)(F)F (2-Methoxyethyl-7-(α,α,α-trifluoro-m-tolyl)pyrazolo[1,5-a]pyrimidine-3-carboxylate). Reaction SMILES: [Na].[F:2][C:3]([F:25])([F:24])[C:4]1[CH:9]=[CH:8][CH:7]=[C:6]([C:10]2[N:15]3[N:16]=[CH:17][C:18]([C:19]([O:21][CH2:22][CH3:23])=[O:20])=[C:14]3[N:13]=[CH:12][CH:11]=2)[CH:5]=1.[CH3:26][O:27]CCO>>[CH3:26][O:27][CH2:23][CH2:22][O:21][C:19]([C:18]1[CH:17]=[N:16][N:15]2[C:10]([C:6]3[CH:5]=[C:4]([C:3]([F:24])([F:2])[F:25])[CH:9]=[CH:8][CH:7]=3)=[CH:11][CH:12]=[N:13][C:14]=12)=[O:20] |^1:0|. Procedure: One hundred milligrams of metallic sodium is added to 50 ml. of 2-methoxyethanol and after it has dissolved, 3.35 g. of ethyl 7-(α,α,α-trifluoro-m-tolyl)pyrazolo[1,5-a]pyrimidine-3-carboxylate is added and the mixture is refluxed for one hour. On cooling, the desired compound crystallizes from the solution and is removed by filtration. Recrystallization from methylene chloride-hexane affords the product as crystals, m.p. 111°-112° C. Starting materials: N1(CCCCCC1)C1=NC(=NC=C1)NC1C(N(CCC1)C1CCSCC1)CCNC(=O)C1CCN(CC1)C(=O)OC(C)(C)C (tert-butyl 4-[({2-[(2RS,3SR)-3-[(4-azepan-1-ylpyrimidin-2-yl)amino]-1-(tetrahydro-2H-thiopyran-4-yl)piperidin-2-yl]ethyl}amino)carbonyl]piperidine-1-carboxylate), ClC1=CC(=CC=C1)C(=O)OO (m-chloroperbenzoic acid), S(=S)(=O)([O-])[O-].[Na+].[Na+] (sodium thiosulfate), C(C)(C)(C)OC (tert-butylmethyl ether). The solvent is ClCCl (dichloromethane), FC(C(=O)O)(F)F (trifluoroacetic acid). Conditions: time 3 hour. Product: N1(CCCCCC1)C1=NC(=NC=C1)NC1C(N(CCC1)C1CCS(CC1)(=O)=O)CCNC(=O)C1CCN(CC1)C(=O)OC(C)(C)C (tert-butyl 4-[({2-[(2RS,3SR)-3-[(4-azepan-1-ylpyrimidin-2-yl)amino]-1-(1,1-dioxidotetrahydro-2H-thiopyran-4-yl)piperidin-2-yl]ethyl}amino)carbonyl]piperidine-1-carboxylate). RXN SMILES: [N:1]1([C:8]2[CH:13]=[CH:12][N:11]=[C:10]([NH:14][CH:15]3[CH2:20][CH2:19][CH2:18][N:17]([CH:21]4[CH2:26][CH2:25]S[CH2:23][CH2:22]4)[CH:16]3[CH2:27][CH2:28][NH:29][C:30]([CH:32]3[CH2:37][CH2:36][N:35]([C:38]([O:40][C:41]([CH3:44])([CH3:43])[CH3:42])=[O:39])[CH2:34][CH2:33]3)=[O:31])[N:9]=2)[CH2:7][CH2:6][CH2:5][CH2:4][CH2:3][CH2:2]1.ClC1C=CC=C(C(OO)=O)C=1.[S:56]([O-:60])([O-])(=[O:58])=S.[Na+].[Na+].C(OC)(C)(C)C>ClCCl.FC(F)(F)C(O)=O>[N:1]1([C:8]2[CH:13]=[CH:12][N:11]=[C:10]([NH:14][CH:15]3[CH2:20][CH2:19][CH2:18][N:17]([CH:21]4[CH2:26][CH2:25][S:56](=[O:60])(=[O:58])[CH2:23][CH2:22]4)[CH:16]3[CH2:27][CH2:28][NH:29][C:30]([CH:32]3[CH2:37][CH2:36][N:35]([C:38]([O:40][C:41]([CH3:43])([CH3:42])[CH3:44])=[O:39])[CH2:34][CH2:33]3)=[O:31])[N:9]=2)[CH2:2][CH2:3][CH2:4][CH2:5][CH2:6][CH2:7]1 |f:2.3.4|. Reported procedure: To a solution of tert-butyl 4-[({2-[(2RS,3SR)-3-[(4-azepan-1-ylpyrimidin-2-yl)amino]-1-(tetrahydro-2H-thiopyran-4-yl)piperidin-2-yl]ethyl}amino)carbonyl]piperidine-1-carboxylate (73.5 mg) in dichloromethane (1.5 mL), trifluoroacetic acid (17 μL) and m-chloroperbenzoic acid (40 mg) were added and then stirred at room temperature for 3 hours. The reaction solution was added aqueous sodium thiosulfate solution and excessive tert-butylmethyl ether, extracted with aqueous 2N sodium hydroxide solution... Reactants: COC=1[C@@H](N=C(CN1)OC)C(C)C ((2S)-2,5-dihydro-3,6-dimethoxy-2-isopropylpyrazine), BrC1=CC(=C(CBr)C=C1F)F (4-bromo-2,5-difluorobenzyl bromide), Intermediate 2. Yields the product COC=1[C@@H](N=C([C@H](N1)CC1=C(C=C(C(=C1)F)Br)F)OC)C(C)C ((2S, 5R)-2,5-Dihydro-3,6-dimethoxy-2-isopropyl-5-(4′-bromo-2′,5′-difluorobenzyl)pyrazine). The yield is 88.0%. RXN SMILES: [CH3:1][O:2][C:3]1[C@H:4]([CH:11]([CH3:13])[CH3:12])[N:5]=[C:6]([O:9][CH3:10])[CH2:7][N:8]=1.[Br:14][C:15]1[C:22]([F:23])=[CH:21][C:18]([CH2:19]Br)=[C:17]([F:24])[CH:16]=1>>[CH3:1][O:2][C:3]1[C@H:4]([CH:11]([CH3:13])[CH3:12])[N:5]=[C:6]([O:9][CH3:10])[C@@H:7]([CH2:19][C:18]2[CH:21]=[C:22]([F:23])[C:15]([Br:14])=[CH:16][C:17]=2[F:24])[N:8]=1. Procedure: The title compound (1.61 g) was prepared from 0.865 g (4.7 mmol) of (2S)-2,5-dihydro-3,6-dimethoxy-2-isopropylpyrazine and 1.5 g (5.2 mmol) of 4-bromo-2,5-difluorobenzyl bromide using the procedure described for Intermediate 2, Step A. 1H NMR (400 MHz, CDCl3) δ 7.21 (m, 1H), 6.97 (m, 1H), 4.25 (m, 1H), 3.78 (s, 3H), 3.70–3.64 (m, 4H), 3.25–3.18 (m, 1H), 2.96–2.90 (m, 1H), 2.25–2.16 (m, 1H), 1.01 (d, 3H, J=8 Hz), 0.65 (d, 3H, J=8 Hz).